Dataset: the Open Reaction Database (ORD), a public repository of structured organic reaction records. Task: describe an organic reaction: reactants, conditions, products, and yield The reactants are CCOC(=O)C (EtOAc), I(=O)(=O)(=O)[O-].[Na+] (Sodium periodate), ClC1=CC=C(C=C1)C=1OC2=C(C1C(=O)NC)C=C(C(=C2)N(S(=O)(=O)C)C2=CC(=C(C=C2)B2OC(C(O2)(C)C)(C)C)F)C2CC2 (2-(4-chlorophenyl)-5-cyclopropyl-6-(N-(3-fluoro-4-(4,4,5,5-tetramethyl-1,3,2-dioxaborolan-2-yl)phenyl)methylsulfonamido)-N-methylbenzofuran-3-carboxamide), Cl (HCl). Solvent: O (water), C1CCOC1 (THF). Reaction conditions: time 8 hour. Yields the product ClC1=CC=C(C=C1)C=1OC2=C(C1C(NC)=O)C=C(C(=C2)N(S(=O)(=O)C)C2=CC(=C(C=C2)B(O)O)F)C2CC2 ((4-(N-(2-(4-chlorophenyl)-5-cyclopropyl-3-(methylcarbamoyl)benzofuran-6-yl)methylsulfonamido)-2-fluorophenyl)boronic acid). Yield: 55.9%. As a reaction SMILES: I([O-])(=O)(=O)=O.[Na+].[Cl:7][C:8]1[CH:13]=[CH:12][C:11]([C:14]2[O:15][C:16]3[CH:26]=[C:25]([N:27]([C:32]4[CH:37]=[CH:36][C:35]([B:38]5[O:42]C(C)(C)C(C)(C)[O:39]5)=[C:34]([F:47])[CH:33]=4)[S:28]([CH3:31])(=[O:30])=[O:29])[C:24]([CH:48]4[CH2:50][CH2:49]4)=[CH:23][C:17]=3[C:18]=2[C:19]([NH:21][CH3:22])=[O:20])=[CH:10][CH:9]=1.Cl.CCOC(C)=O>C1COCC1.O>[Cl:7][C:8]1[CH:13]=[CH:12][C:11]([C:14]2[O:15][C:16]3[CH:26]=[C:25]([N:27]([C:32]4[CH:37]=[CH:36][C:35]([B:38]([OH:39])[OH:42])=[C:34]([F:47])[CH:33]=4)[S:28]([CH3:31])(=[O:30])=[O:29])[C:24]([CH:48]4[CH2:49][CH2:50]4)=[CH:23][C:17]=3[C:18]=2[C:19](=[O:20])[NH:21][CH3:22])=[CH:10][CH:9]=1 |f:0.1|. Procedure details: Sodium periodate (549 mg, 2.57 mmol) was added to a mixture of 2-(4-chlorophenyl)-5-cyclopropyl-6-(N-(3-fluoro-4-(4,4,5,5-tetramethyl-1,3,2-dioxaborolan-2-yl)phenyl)methylsulfonamido)-N-methylbenzofuran-3-carboxamide (164 mg, 0.257 mmol) in THF (6 mL) and 1N HCl (3.21 mL, 3.21 mmol). The mixture was stirred at room temperature overnight and EtOAc and water were added. The aqueous layer was extracted with EtOAc (2×) and the combined organic phases were washed with 10% aq. Na2S2O3, brine, dried ov... Reactants: Cl(=O)[O-].[Na+] (sodium chlorite), C(=O)C1=CC(=C(C(=O)OCC2=CC=CC=C2)C=C1C(F)(F)F)OCC1=CC=CC=C1 (phenylmethyl 4-formyl-2-[(phenylmethyl)oxy]-5-(trifluoromethyl)benzoate), S(N)(O)(=O)=O (sulfamic acid), CC(=C)CC (2-methyl-1-butene). Solvent: O (water), O1CCCC1 (tetrahydrofuran), O (water), CS(=O)C (dimethyl sulfoxide). Conditions: temperature 0 celsius. Product: C1(=CC=CC=C1)COC=1C(=CC(=C(C(=O)O)C1)C(F)(F)F)C(=O)OCC1=CC=CC=C1 (5-[(Phenylmethyl)oxy]-4-{[(phenylmethyl)oxy]carbonyl}-2-(trifluoromethyl)benzoic acid). As a reaction SMILES: [CH:1]([C:3]1[C:18]([C:19]([F:22])([F:21])[F:20])=[CH:17][C:6]([C:7]([O:9][CH2:10][C:11]2[CH:16]=[CH:15][CH:14]=[CH:13][CH:12]=2)=[O:8])=[C:5]([O:23][CH2:24][C:25]2[CH:30]=[CH:29][CH:28]=[CH:27][CH:26]=2)[CH:4]=1)=[O:2].S(=O)(=O)([OH:33])N.CC(CC)=C.Cl([O-])=O.[Na+]>O1CCCC1.O.CS(C)=O>[C:25]1([CH2:24][O:23][C:5]2[C:6]([C:7]([O:9][CH2:10][C:11]3[CH:12]=[CH:13][CH:14]=[CH:15][CH:16]=3)=[O:8])=[CH:17][C:18]([C:19]([F:22])([F:20])[F:21])=[C:3]([CH:4]=2)[C:1]([OH:33])=[O:2])[CH:30]=[CH:29][CH:28]=[CH:27][CH:26]=1 |f:3.4|. Reported procedure: To a solution of phenylmethyl 4-formyl-2-[(phenylmethyl)oxy]-5-(trifluoromethyl)benzoate (may be prepared as described in Description 54; 80 mg, 0.19 mmol) in tetrahydrofuran (4 ml), water (2 ml) and dimethyl sulfoxide (0.4 ml) was added sulfamic acid (63.7 mg, 0.66 mmol) and 2-methyl-1-butene (0.04 ml, 0.39 mmol). The solution was cooled to 0° C. and sodium chlorite (52.4 mg, 0.58 mmol) in water (2 ml) was added dropwise. After 60 minutes the mixture was quenched with saturated aqueous sodium t... Reactants: CC(CC1C(CCCCCCCCCC1)=O)CS(=O)(=O)C1=CC=CC=C1 (2-(2-methyl-3-phenylsulfonyl-prop-1-yl)-cyclododecanone), CC(C)([O-])C.[K+] (potassium tert-butoxide). Yields the product CC1C=C2CCCCCCCCCC=C2C1 (14-Methyl-bicyclo[10.3.0]pentadeca-1,12-diene). Procedure details: 0.756 g (2 mmole) of 2-(2-methyl-3-phenylsulfonyl-prop-1-yl)-cyclododecanone and 0.672 g (6 mmole) of potassium tert-butoxide were progressively heated to 160° under 0.02 Torr and the formed title compound directly distilled from the reaction mixture. There were thus isolated 0.216 g (50% yield) of the desired compound. As a reaction SMILES: [CH3:1][CH:2]([CH2:17]S(C1C=CC=CC=1)(=O)=O)[CH2:3][CH:4]1[CH2:15][CH2:14][CH2:13][CH2:12][CH2:11][CH2:10][CH2:9][CH2:8][CH2:7][CH2:6][C:5]1=O.CC(C)([O-])C.[K+]>>[CH3:17][CH:2]1[CH2:3][C:4]2[C:5]([CH2:6][CH2:7][CH2:8][CH2:9][CH2:10][CH2:11][CH2:12][CH2:13][CH2:14][CH:15]=2)=[CH:1]1 |f:1.2|. Reactants: C(C)(CC)[Mg]Cl (sec-butylmagnesium chloride), C1(=CC=CC=C1)C (Toluene), CC(CC=O)C (3-Methyl-butyraldehyde), C(C)(=O)O (acetic acid). Reaction conditions: temperature -10 celsius, time 6 hour. Product: C(C(C)C)C(C(CC)C)OC(C=CC)=O (but-2-enoic acid 1-isobutyl-2-methyl-butyl ester). As a reaction SMILES: [CH:1]([Mg]Cl)([CH2:3][CH3:4])[CH3:2].[CH3:7][CH:8]([CH3:12])[CH2:9][CH:10]=[O:11].[C:13]([OH:16])(=O)[CH3:14].[C:17]1(C)C=CC=C[CH:18]=1>>[CH2:9]([CH:10]([O:11][C:13](=[O:16])[CH:14]=[CH:17][CH3:18])[CH:3]([CH3:4])[CH2:1][CH3:2])[CH:8]([CH3:12])[CH3:7]. Procedure details: A reaction flask was charged with sec-butylmagnesium chloride (2 M, 1.6 L) and cooled to −10° C. 3-Methyl-butyraldehyde (260 g) was fed over about 2 hours while the temperature was kept under 15° C. The reaction mixture was aged to room temperature over about 6 hours and then poured into a mixture of ice and acetic acid (216 g). Toluene (400 mL) was added and aqueous and organic layers were split. The organic layer was separated and washed sequentially with sodium carbonate, brine, and water. Th... Starting materials: CC1=CC=C(C=CC(=O)O)C=C1 (p-methylcinnamic acid), S(O)(O)(=O)=O (sulfuric acid), CO (methanol). Product: COC(C=CC1=CC=C(C=C1)C)=O (p-methylcinnamic acid methyl ester). As a reaction SMILES: [CH3:1][C:2]1[CH:12]=[CH:11][C:5]([CH:6]=[CH:7][C:8]([OH:10])=[O:9])=[CH:4][CH:3]=1.S(=O)(=O)(O)O.[CH3:18]O>>[CH3:18][O:9][C:8](=[O:10])[CH:7]=[CH:6][C:5]1[CH:11]=[CH:12][C:2]([CH3:1])=[CH:3][CH:4]=1. Reported procedure: A suspension of 300 g of p-methylcinnamic acid (J. Chem. Soc., Chem. Comm., 471, 1976) and 25 ml of concentrated sulfuric acid in 1.7 liters of methanol is heated to reflux for 24 hours. The solution is concentrated, cooled and filtered to give as a white solid, p-methylcinnamic acid methyl ester, mp 55°-56° C. Starting materials: COC(=O)c1ccc(Cc2c[nH]c3ccc([N+](=O)[O-])cc23)c(OC)c1, CN(C)C=O, Cl, [H-], CCI, [Na+]. Product: CCn1cc(Cc2ccc(C(=O)OC)cc2OC)c2cc([N+](=O)[O-])ccc21. As a reaction SMILES: [CH3:1][O:2][c:3]1[cH:4][c:5]([C:6](=[O:7])[O:8][CH3:9])[cH:10][cH:11][c:12]1[CH2:13][c:14]1[cH:15][nH:16][c:17]2[cH:18][cH:19][c:20]([N+:23](=[O:24])[O-:25])[cH:21][c:22]12.[CH3:32][N:33]([CH3:34])[CH:35]=[O:36].[ClH:31].[H-:26].[I:28][CH2:29][CH3:30].[Na+:27]>>[CH3:1][O:2][c:3]1[cH:4][c:5]([C:6](=[O:7])[O:8][CH3:9])[cH:10][cH:11][c:12]1[CH2:13][c:14]1[cH:15][n:16]([CH2:29][CH3:30])[c:17]2[cH:18][cH:19][c:20]([N+:23](=[O:24])[O-:25])[cH:21][c:22]12. The reactants are Brc1ccc(C2CCC3CCCCN32)cc1, [H-], Nc1cccc(S)c1, [Na+], CN(C)C=O. Yields the product Nc1cccc(Sc2ccc(C3CCC4CCCCN43)cc2)c1. RXN SMILES: [Br:11][c:12]1[cH:13][cH:14][c:15]([CH:18]2[CH2:19][CH2:20][CH:21]3[CH2:22][CH2:23][CH2:24][CH2:25][N:26]23)[cH:16][cH:17]1.[H-:9].[NH2:1][c:2]1[cH:3][c:4]([SH:8])[cH:5][cH:6][cH:7]1.[Na+:10].[O:27]=[CH:28][N:29]([CH3:30])[CH3:31]>>[NH2:1][c:2]1[cH:3][c:4]([S:8][c:12]2[cH:13][cH:14][c:15]([CH:18]3[CH2:19][CH2:20][CH:21]4[CH2:22][CH2:23][CH2:24][CH2:25][N:26]34)[cH:16][cH:17]2)[cH:5][cH:6][cH:7]1.